This data is from the Open Reaction Database (ORD), a public repository of structured organic reaction records. The task is: describe an organic reaction: reactants, conditions, products, and yield The reactants are [BH4-], O=C1CCCC2=C1C(c1ccc(F)c(Br)c1)C1=C(CCCC1=O)N2, CCO, [Na+], c1ccncc1. The product is O=C1CCCC2=C1C(c1ccc(F)c(Br)c1)C1=C(CCCC1)N2. As a reaction SMILES: [BH4-:25].[Br:1][c:2]1[cH:3][c:4]([CH:9]2[C:10]3=[C:15]([CH2:14][CH2:13][CH2:12][C:11]3=[O:24])[NH:16][C:17]3=[C:22]2[C:21](=[O:23])[CH2:20][CH2:19][CH2:18]3)[cH:5][cH:6][c:7]1[F:8].[CH3:27][CH2:28][OH:29].[Na+:26].[cH:30]1[cH:31][cH:32][n:33][cH:34][cH:35]1>>[Br:1][c:2]1[cH:3][c:4]([CH:9]2[C:10]3=[C:15]([CH2:14][CH2:13][CH2:12][C:11]3=[O:24])[NH:16][C:17]3=[C:22]2[CH2:21][CH2:20][CH2:19][CH2:18]3)[cH:5][cH:6][c:7]1[F:8]. Product: NC=1C=CC(=C(COC=2C=C3CCN([C@H](C3=CC2)C(=O)OC)C(=O)OC(C)(C)C)C1)Cl ((R)-2-tert-butyl 1-methyl 6-(5-amino-2-chlorobenzyloxy)-3,4-dihydroisoquinoline-1,2(1H)-dicarboxylate). The yield is 32.0%. The solvent is CO (MeOH). Starting materials: ClC1=C(COC=2C=C3CCN([C@H](C3=CC2)C(=O)OC)C(=O)OC(C)(C)C)C=C(C=C1)[N+](=O)[O-] ((R)-2-tert-butyl 1-methyl 6-(2-chloro-5-nitrobenzyloxy)-3,4-dihydroisoquinoline-1,2(1H)-dicarboxylate), FeCl3.6H2O, CN(N)C (1,1-dimethylhydrazine). Reaction conditions: temperature 85 celsius. Procedure: To a solution of (R)-2-tert-butyl 1-methyl 6-(2-chloro-5-nitrobenzyloxy)-3,4-dihydroisoquinoline-1,2(1H)-dicarboxylate prepared following procedure 2 (56 mg, 0.12 mmol) in MeOH (5 mL) was added FeCl3.6H2O (10 mg, 0.04 mmol) followed by the addition of 1,1-dimethylhydrazine (0.5 g, 7 mmol). The reaction was refluxed at 85° C. for 16 h and filtered. The filtrate was concentrated and purified by preparative HPLC (Phenomenex 20×100 mm eluting with 0-100% MeOH/H2O (90% in H2O, 0.1% TFA) gradient over... RXN SMILES: [Cl:1][C:2]1[CH:30]=[CH:29][C:28]([N+:31]([O-])=O)=[CH:27][C:3]=1[CH2:4][O:5][C:6]1[CH:7]=[C:8]2[C:13](=[CH:14][CH:15]=1)[C@H:12]([C:16]([O:18][CH3:19])=[O:17])[N:11]([C:20]([O:22][C:23]([CH3:26])([CH3:25])[CH3:24])=[O:21])[CH2:10][CH2:9]2.CN(C)N>CO>[NH2:31][C:28]1[CH:29]=[CH:30][C:2]([Cl:1])=[C:3]([CH:27]=1)[CH2:4][O:5][C:6]1[CH:7]=[C:8]2[C:13](=[CH:14][CH:15]=1)[C@H:12]([C:16]([O:18][CH3:19])=[O:17])[N:11]([C:20]([O:22][C:23]([CH3:24])([CH3:26])[CH3:25])=[O:21])[CH2:10][CH2:9]2. Starting materials: ClC1=NC(=C(C(=N1)NC1CCC(CC1)(F)F)C)C (2-chloro-N-(4,4-difluorocyclohexyl)-5,6-dimethylpyrimidin-4-amine), Cl.C1(CCCCC1)NC1=NC(=NC(=C1C)C)NCC1=NC=CC=C1 (N4-cyclohexyl-5,6-dimethyl-N2-(pyridin-2-ylmethyl)pyrimidine-2,4-diamine hydrochloride), C(C)C1=CC(=NC=C1)CN ([(4-ethylpyridin-2-yl)methyl]amine). Yields the product FC1(CCC(CC1)NC1=NC(=NC(=C1C)C)NCC1=NC=CC(=C1)CC)F (N4-(4,4-difluorocyclohexyl)-N2-[(4-ethylpyridin-2-yl)methyl]-5,6-dimethylpyrimidine-2,4-diamine), hydrochloride salt. RXN SMILES: Cl.C1(NC2C(C)=C(C)N=C(NCC3C=CC=CN=3)N=2)CCCCC1.[CH2:25]([C:27]1[CH:32]=[CH:31][N:30]=[C:29]([CH2:33][NH2:34])[CH:28]=1)[CH3:26].Cl[C:36]1[N:41]=[C:40]([NH:42][CH:43]2[CH2:48][CH2:47][C:46]([F:50])([F:49])[CH2:45][CH2:44]2)[C:39]([CH3:51])=[C:38]([CH3:52])[N:37]=1>>[F:50][C:46]1([F:49])[CH2:47][CH2:48][CH:43]([NH:42][C:40]2[C:39]([CH3:51])=[C:38]([CH3:52])[N:37]=[C:36]([NH:34][CH2:33][C:29]3[CH:28]=[C:27]([CH2:25][CH3:26])[CH:32]=[CH:31][N:30]=3)[N:41]=2)[CH2:44][CH2:45]1 |f:0.1|. Reported procedure: The titled compound was synthesized according to the general procedure described for preparation of N4-cyclohexyl-5,6-dimethyl-N2-(pyridin-2-ylmethyl)pyrimidine-2,4-diamine (Example 1) using [(4-ethylpyridin-2-yl)methyl]amine instead of (pyridin-2-ylmethyl)amine and 2-chloro-N-(4,4-difluorocyclohexyl)-5,6-dimethylpyrimidin-4-amine (Step A) instead of 2-chloro-N-cyclohexyl-5,6-dimethylpyrimidin-4-amine. The product was purified by crystallization from ethanol to afford the titled compound as the ... The reactants are CCC1(c2cccs2)OCC(=O)Nc2ccc(Br)cc21, N#Cc1cc(Br)ccc1F. The product is CCC1(c2cccs2)OCC(=O)Nc2ccc(-c3ccc(F)c(C#N)c3)cc21. RXN SMILES: [Br:1][c:2]1[cH:3][cH:4][c:5]2[c:6]([cH:20]1)[C:7]([c:13]1[s:14][cH:15][cH:16][cH:17]1)([CH2:18][CH3:19])[O:8][CH2:9][C:10](=[O:12])[NH:11]2.[Br:21][c:22]1[cH:23][cH:24][c:25]([F:30])[c:26]([C:27]#[N:28])[cH:29]1>>[c:2]1(-[c:22]2[cH:23][cH:24][c:25]([F:30])[c:26]([C:27]#[N:28])[cH:29]2)[cH:3][cH:4][c:5]2[c:6]([cH:20]1)[C:7]([c:13]1[s:14][cH:15][cH:16][cH:17]1)([CH2:18][CH3:19])[O:8][CH2:9][C:10](=[O:12])[NH:11]2. The reactants are COC1=CC=C(C(=O)O)C=C1 (4-methoxybenzoic acid), N,N'-carbonyldiimidazole, NC1=NC2=NC(=CC=C2C=C1)OC1=C(C=CC=C1C)C (2-amino-7-(2,6-dimethylphenoxy)-1,8-naphthyridine). Solvent: O (water). Run at temperature 4 celsius. Yields the product CC1=C(OC2=CC=C3C=CC(=NC3=N2)NC(C2=CC=C(C=C2)OC)=O)C(=CC=C1)C (N-[7-(2,6-dimethylphenoxy)-1,8-naphthyridin-2-yl]-4-methoxybenzamide). Yield: 28.5%. Reaction SMILES: [CH3:1][O:2][C:3]1[CH:11]=[CH:10][C:6]([C:7]([OH:9])=O)=[CH:5][CH:4]=1.[NH2:12][C:13]1[CH:22]=[CH:21][C:20]2[C:15](=[N:16][C:17]([O:23][C:24]3[C:29]([CH3:30])=[CH:28][CH:27]=[CH:26][C:25]=3[CH3:31])=[CH:18][CH:19]=2)[N:14]=1>O>[CH3:31][C:25]1[CH:26]=[CH:27][CH:28]=[C:29]([CH3:30])[C:24]=1[O:23][C:17]1[N:16]=[C:15]2[C:20]([CH:21]=[CH:22][C:13]([NH:12][C:7](=[O:9])[C:6]3[CH:5]=[CH:4][C:3]([O:2][CH3:1])=[CH:11][CH:10]=3)=[N:14]2)=[CH:19][CH:18]=1. Reported procedure: The procedure is similar to that described in Example 1, but starting with 4-methoxybenzoic acid (16.7 g), N,N'-carbonyldiimidazole (17.8 g) and 2-amino-7-(2,6-dimethylphenoxy)-1,8-naphthyridine (21.2 g). The reaction mixture is poured into water and extracted with methylene chloride. After concentration of the organic phases to dryness under reduced pressure (4 kPa), the solid residue (33 g) is dissolved in boiling acetone (170 cc). After 2 hours' cooling at 4° C., the crystallised solid is sep... Starting materials: O=CO, CC1=C(C(=O)O)N2C(=O)C(NC(=O)C(N)c3ccc(O)cc3)C2SC1, O. The product is CC1=C(C(=O)O)N2C(=O)C(NC(=O)C(N)c3ccc(O)cc3)C2SC1. Reaction SMILES: [CH:27]([OH:28])=[O:29].[CH:2]12[S:3][CH2:4][C:5]([CH3:6])=[C:7]([C:24]([OH:25])=[O:26])[N:8]1[C:9](=[O:10])[CH:11]2[NH:12][C:13](=[O:14])[CH:15]([NH2:16])[c:17]1[cH:18][cH:19][c:20]([OH:21])[cH:22][cH:23]1.[OH2:1]>>[CH:2]12[S:3][CH2:4][C:5]([CH3:6])=[C:7]([C:24](=[O:25])[OH:26])[N:8]1[C:9](=[O:10])[CH:11]2[NH:12][C:13](=[O:14])[CH:15]([NH2:16])[c:17]1[cH:18][cH:19][c:20]([OH:21])[cH:22][cH:23]1. As a reaction SMILES: C([O:5][C:6]([N:8]1[C:12]2[C:13](=[O:24])[N:14]([C:17]3[CH:22]=[CH:21][C:20]([CH3:23])=[CH:19][CH:18]=3)[CH2:15][CH2:16][C:11]=2[C:10]([NH2:25])=[N:9]1)=O)(C)(C)C.C(=O)([O-])[O-].[K+].[K+].[O:32]1[C:36]2[CH:37]=[CH:38][C:39]([CH2:41][N:42]3[CH2:47][CH2:46][N:45]([C:48](=O)[CH2:49]CCl)[CH2:44][CH2:43]3)=[CH:40][C:35]=2[O:34][CH2:33]1>>[NH2:25][C:10]1[C:11]2[CH2:16][CH2:15][N:14]([C:17]3[CH:22]=[CH:21][C:20]([CH3:23])=[CH:19][CH:18]=3)[C:13](=[O:24])[C:12]=2[N:8]([C:6](=[O:5])[CH2:49][CH2:48][N:45]2[CH2:46][CH2:47][N:42]([CH2:41][C:39]3[CH:38]=[CH:37][C:36]4[O:32][CH2:33][O:34][C:35]=4[CH:40]=3)[CH2:43][CH2:44]2)[N:9]=1 |f:1.2.3|. Yields the product NC1=NN(C=2C(N(CCC21)C2=CC=C(C=C2)C)=O)C(CCN2CCN(CC2)CC2=CC1=C(OCO1)C=C2)=O (3-amino-1-[{4-((benzo[d][1,3]dioxol-5-yl)methyl)piperazin-1-yl}propanoyl]-6-N-(p-tolyl)-4,5,6,7-tetrahydro-1H-pyrazolo[3,4-c]pyridin-7-one). The reactants are C(C)(C)(C)OC(=O)N1N=C(C2=C1C(N(CC2)C2=CC=C(C=C2)C)=O)N (1-N-t-butoxycarbonyl-3-amino-4,5,6,7-tetrahydro-6-N-(p-tolyl)pyrazolo[3,4-c]pyridin-7-one), C([O-])([O-])=O.[K+].[K+] (potassium carbonate), O1COC2=C1C=CC(=C2)CN2CCN(CC2)C(CCCl)=O (1-[4-{(benzo[d][1,3]dioxol-5-yl)methyl}piperazin-1-yl]-3-chloropropan-1-one). Reported procedure: A target compound (101.7 mg, 0.196 mmol, 51.9%) was yielded as white solid in the same manner as Example 1 by reacting 1-N-t-butoxycarbonyl-3-amino-4,5,6,7-tetrahydro-6-N-(p-tolyl)pyrazolo[3,4-c]pyridin-7-one (130 mg, 0.379 mmol) with potassium carbonate (57.6 mg, 0.417 mmol) and 1-[4-{(benzo[d][1,3]dioxol-5-yl)methyl}piperazin-1-yl]-3-chloropropan-1-one (123.7 mg, 0.398 mmol).